From a dataset of the Open Reaction Database (ORD), a public repository of structured organic reaction records. describe an organic reaction: reactants, conditions, products, and yield Starting materials: C(C#C)N1CCOCC1 (4-Propargylmorpholine), ClC1=CC=C(C=C1)/C(=C/COC1=CC(=C(OCC(=O)OC)C=C1)C)/C1=CC=C(C=C1)I (methyl (Z)-[4-[3-(4-chlorophenyl)-3-(4-iodophenyl)allyloxy]-2-methylphenoxy]acetate). Reagents/catalysts: C=1C=CC(=CC1)[P](C=2C=CC=CC2)(C=3C=CC=CC3)[Pd]([P](C=4C=CC=CC4)(C=5C=CC=CC5)C=6C=CC=CC6)([P](C=7C=CC=CC7)(C=8C=CC=CC8)C=9C=CC=CC9)[P](C=1C=CC=CC1)(C=1C=CC=CC1)C=1C=CC=CC1 (tetrakis(triphenylphosphine)palladium), [Cu]I (copper(I) iodide). The solvent is O1CCCC1 (tetrahydrofuran), C(C)N(CC)CC (triethylamine), C1=CC=CC=C1 (benzene). Conditions: temperature 0 celsius, time 72 hour. Yields the product ClC1=CC=C(C=C1)/C(=C/COC1=CC(=C(OCC(=O)OC)C=C1)C)/C1=CC=C(C=C1)C#CCN1CCOCC1 (methyl (E)-[4-[3-(4-chlorophenyl)-3-[4-[3-(morpholin-4-yl)propynyl]phenyl]-allyloxy]-2-methylphenoxy]acetate). As a reaction SMILES: [CH2:1]([N:4]1[CH2:9][CH2:8][O:7][CH2:6][CH2:5]1)[C:2]#[CH:3].[Cl:10][C:11]1[CH:16]=[CH:15][C:14](/[C:17](/[C:34]2[CH:39]=[CH:38][C:37](I)=[CH:36][CH:35]=2)=[CH:18]/[CH2:19][O:20][C:21]2[CH:32]=[CH:31][C:24]([O:25][CH2:26][C:27]([O:29][CH3:30])=[O:28])=[C:23]([CH3:33])[CH:22]=2)=[CH:13][CH:12]=1>O1CCCC1.C(N(CC)CC)C.C1C=CC=CC=1.C1C=CC([P]([Pd]([P](C2C=CC=CC=2)(C2C=CC=CC=2)C2C=CC=CC=2)([P](C2C=CC=CC=2)(C2C=CC=CC=2)C2C=CC=CC=2)[P](C2C=CC=CC=2)(C2C=CC=CC=2)C2C=CC=CC=2)(C2C=CC=CC=2)C2C=CC=CC=2)=CC=1.[Cu]I>[Cl:10][C:11]1[CH:12]=[CH:13][C:14](/[C:17](/[C:34]2[CH:35]=[CH:36][C:37]([C:3]#[C:2][CH2:1][N:4]3[CH2:9][CH2:8][O:7][CH2:6][CH2:5]3)=[CH:38][CH:39]=2)=[CH:18]/[CH2:19][O:20][C:21]2[CH:32]=[CH:31][C:24]([O:25][CH2:26][C:27]([O:29][CH3:30])=[O:28])=[C:23]([CH3:33])[CH:22]=2)=[CH:15][CH:16]=1 |^1:62,64,83,102|. Procedure details: 4-Propargylmorpholine (320 mg, 2.4 mmol) was added under nitrogen atmosphere to a degassed solution of methyl (Z)-[4-[3-(4-chlorophenyl)-3-(4-iodophenyl)allyloxy]-2-methylphenoxy]acetate (450 mg, 0.82 mmol; prepared as described in example 7) in a mixture of tetrahydrofuran (10 mL) and triethylamine (8 mL) The solution was cooled to 0° C. and tetrakis(triphenylphosphine)palladium (85 mg, 0.073 mmol) and copper(I) iodide (22 mg, 0.115 mmol) were added. The reaction mixture was stirred at ambient ... The reactants are stock solution, NCCC1=CC=C(C=C1)C1=CC=C(C=C1)C(CNS(=O)(=O)C(C)C)C (N-2-(4-(4-(2-aminoethyl)phenyl)phenyl)propyl 2-propanesulfonamide), FC1=CC=C(C(=O)Cl)C=C1 (4-fluorobenzoyl chloride). Reported procedure: The title compound was prepared following the method of Example 147 and using 1 mL of a stock solution of 0.6 g (1.8 mmol) of material from Example 50 and 13 μL (0.11 mmol) 4-fluorobenzoyl chloride. NMR was consistent with the proposed compound. Yields the product FC1=CC=C(C(=O)NCCC2=CC=C(C=C2)C2=CC=C(C=C2)C(CNS(=O)(=O)C(C)C)C)C=C1 (N-2-(4-(4-(2-(4-fluorobenzamido)ethyl)phenyl)-phenyl)propyl 2-propanesulfonamide). RXN SMILES: [NH2:1][CH2:2][CH2:3][C:4]1[CH:9]=[CH:8][C:7]([C:10]2[CH:15]=[CH:14][C:13]([CH:16]([CH3:25])[CH2:17][NH:18][S:19]([CH:22]([CH3:24])[CH3:23])(=[O:21])=[O:20])=[CH:12][CH:11]=2)=[CH:6][CH:5]=1.[F:26][C:27]1[CH:35]=[CH:34][C:30]([C:31](Cl)=[O:32])=[CH:29][CH:28]=1>>[F:26][C:27]1[CH:35]=[CH:34][C:30]([C:31]([NH:1][CH2:2][CH2:3][C:4]2[CH:5]=[CH:6][C:7]([C:10]3[CH:15]=[CH:14][C:13]([CH:16]([CH3:25])[CH2:17][NH:18][S:19]([CH:22]([CH3:24])[CH3:23])(=[O:21])=[O:20])=[CH:12][CH:11]=3)=[CH:8][CH:9]=2)=[O:32])=[CH:29][CH:28]=1. Procedure details: To a 419.9 gm aliquot of the above solution of sodium pyridine-2-thiol-N-oxide (29.9 gm dry basis; 0.200 mole) was added a solution of zinc sulfate (20.0 gm, 52.5% concentration as hydrate; 0.111 mole) and water (80 gm) at room temperature. After 0.5 hour agitation, zinc pyridine-2-thiol-N-oxide was filtered and washed with water. The wet cake (60.2 gm) was dried to constant weight (33.8 gm; 0.107 mole or 100% yield; 97.1% assay). The zinc pyridine-2-thiol-N-oxide had the following color designa... Run in O (water). Yield: 100.0%. Starting materials: [N+]=1(C(=CC=CC1)S)[O-].[Na] (sodium pyridine-2-thiol-N-oxide), S(=O)(=O)([O-])[O-].[Zn+2] (zinc sulfate). RXN SMILES: [N+:1]1([O-:8])[C:2]([SH:7])=[CH:3][CH:4]=[CH:5][CH:6]=1.[Na].S([O-])([O-])(=O)=O.[Zn+2:15]>O>[N+:1]1([O-:8])[C:2]([SH:7])=[CH:3][CH:4]=[CH:5][CH:6]=1.[Zn:15] |f:0.1,2.3,5.6,^1:8|. Yields the product [N+]=1(C(=CC=CC1)S)[O-].[Zn] (Zinc Pyridine-2-thiol-N-oxide). Conditions: time 0.5 hour.